The task is: describe an organic reaction: reactants, conditions, products, and yield. This data is from the Open Reaction Database (ORD), a public repository of structured organic reaction records. The reactants are OC1(CCN(CC1)C1=CC=C(C=N1)NC(=O)C1=C(N=C(O1)N1CCCCC1)C(F)(F)F)C1=CC=CC=C1 (N-[6-(4-hydroxy-4-phenylpiperidin-1-yl)pyridin-3-yl]-2-(piperidin-1-yl)-4-(trifluoromethyl)oxazole-5-carboxamide), NC1=CC=2C(=NC(N2)=O)C=C1 (5-aminobenzimidazolone), NC1=CC=2C(=NC(N2)=O)C=C1 (5-aminobenzimidazolone), [N+](=O)([O-])C1=CC=2C(=NC(N2)=O)C=C1 (5-nitrobenzimidazolone). Product: O=C1NC2=C(N1)C=CC(=C2)NC(=O)C2=C(N=C(O2)N2CC(CCC2)C)C(F)(F)F (N-[2,3-dihydro-2-oxo-1H-benzimidazol-5-yl]-2-(3-methyl-1-piperidinyl)-4-(trifluoromethyl)-5-oxazolecarboxamide). Reaction SMILES: OC1(C2C=CC=CC=2)CCN(C2N=CC([NH:14][C:15]([C:17]3[O:21][C:20]([N:22]4[CH2:27][CH2:26][CH2:25][CH2:24][CH2:23]4)=[N:19][C:18]=3[C:28]([F:31])([F:30])[F:29])=[O:16])=CC=2)CC1.N[C:39]1[CH:48]=[CH:47][C:42]2=[N:43][C:44](=[O:46])[N:45]=[C:41]2[CH:40]=1.[N+]([C:52]1C=CC2=NC(=O)N=C2C=1)([O-])=O>>[O:46]=[C:44]1[NH:45][C:41]2[CH:40]=[CH:39][C:48]([NH:14][C:15]([C:17]3[O:21][C:20]([N:22]4[CH2:27][CH2:26][CH2:25][CH:24]([CH3:52])[CH2:23]4)=[N:19][C:18]=3[C:28]([F:30])([F:31])[F:29])=[O:16])=[CH:47][C:42]=2[NH:43]1. Procedure details: Compound 55 was prepared by the general procedure for compound 1, by using compound A-10 and 5-aminobenzimidazolone as starting materials (5-aminobenzimidazolone was prepared by reduction of 5-nitrobenzimidazolone according to Regan, J. and coll. J. Med. Chem. 2002, 45, 2994-3008). 1H NMR (500 MHz, DMSO-d6) δ 10.67 (s, 1H), 10.60 (s, 1H), 10.01 (s, 1H), 7.42 (s, 1H), 7.17 (br d, 1H, J=8.2 Hz), 6.89 (d, 1H, J=8.5 Hz), 4.10 (m, 2H), 3.04 (br t, 1H, J=12.5 Hz), 2.74 (m, 1H), 1.77 (m, 2H), 1.67 (m, ... Reactants: C1CCOC1, COC(=O)C(COc1ccc(Br)cc1)NC(=O)OC(C)(C)C, Cl, [Li+], [OH-], O, O. Yields the product CC(C)(C)OC(=O)NC(COc1ccc(Br)cc1)C(=O)O. Reaction SMILES: [CH2:27]1[O:28][CH2:29][CH2:30][CH2:31]1.[CH3:1][O:2][C:3]([CH:4]([CH2:5][O:6][c:7]1[cH:8][cH:9][c:10]([Br:13])[cH:11][cH:12]1)[NH:14][C:15](=[O:16])[O:17][C:18]([CH3:19])([CH3:20])[CH3:21])=[O:22].[ClH:26].[Li+:24].[OH-:23].[OH2:25].[OH2:32]>>[O:2]=[C:3]([CH:4]([CH2:5][O:6][c:7]1[cH:8][cH:9][c:10]([Br:13])[cH:11][cH:12]1)[NH:14][C:15](=[O:16])[O:17][C:18]([CH3:19])([CH3:20])[CH3:21])[OH:22].